From a dataset of the Open Reaction Database (ORD), a public repository of structured organic reaction records. describe an organic reaction: reactants, conditions, products, and yield The reactants are COC1=CC=C(CNC2=NC(=CC(=C2C(=O)N2CCC(CC2)N2CCCC2)C)C2=CC(=CC=C2)C(F)(F)F)C=C1 ([2-(4-Methoxy-benzylamino)-4-methyl-6-(3-trifluoromethyl-phenyl)-pyridin-3-yl]-(4-pyrrolidin-1-yl-piperidin-1-yl)-methanone), FC(C(=O)O)(F)F (trifluoroacetic acid). The product is NC1=NC(=CC(=C1C(=O)N1CCC(CC1)N1CCCC1)C)C1=CC(=CC=C1)C(F)(F)F ([2-Amino-4-methyl-6-(3-trifluoromethyl-phenyl)-pyridin-3-yl]-(4-pyrrolidin-1-yl-piperidin-1-yl)-methanone). RXN SMILES: COC1C=CC(C[NH:8][C:9]2[C:14]([C:15]([N:17]3[CH2:22][CH2:21][CH:20]([N:23]4[CH2:27][CH2:26][CH2:25][CH2:24]4)[CH2:19][CH2:18]3)=[O:16])=[C:13]([CH3:28])[CH:12]=[C:11]([C:29]3[CH:34]=[CH:33][CH:32]=[C:31]([C:35]([F:38])([F:37])[F:36])[CH:30]=3)[N:10]=2)=CC=1.FC(F)(F)C(O)=O>>[NH2:8][C:9]1[C:14]([C:15]([N:17]2[CH2:22][CH2:21][CH:20]([N:23]3[CH2:27][CH2:26][CH2:25][CH2:24]3)[CH2:19][CH2:18]2)=[O:16])=[C:13]([CH3:28])[CH:12]=[C:11]([C:29]2[CH:34]=[CH:33][CH:32]=[C:31]([C:35]([F:38])([F:37])[F:36])[CH:30]=2)[N:10]=1. Procedure: In analogy to the procedure described for the preparation of example 7, [2-(4-methoxy-benzylamino)-4-methyl-6-(3-trifluoromethyl-phenyl)-pyridin-3-yl]-(4-pyrrolidin-1-yl-piperidin-1-yl)-methanone (example 18) was reacted with trifluoroacetic acid to give the title compound as light yellow solid. MS: 433.5 (MH+). Starting materials: CC1(OCC(O1)CONC(=O)C1=C(C=2C=NC=CC2N1C1CC1)NC1=C(C=C(C=C1)I)F)C (1-cyclopropyl-3-(2-fluoro-4-iodo-phenylamino)-1H-pyrrolo[3,2-c]-pyridine-2-carboxylic acid (2,2-dimethyl-[1,3]dioxolan-4-ylmethoxy)-amide), Cl (Hydrogen chloride). The solvent is CO (methanol), O1CCOCC1 (1,4-Dioxane). Conditions: time 17 hour. Yields the product OC(CONC(=O)C1=C(C=2C=NC=CC2N1C1CC1)NC1=C(C=C(C=C1)I)F)CO (1-Cyclopropyl-3-(2-fluoro-4-iodo-phenylamino)-1H-pyrrolo[3,2-c]pyridine-2-carboxylic acid (2,3-dihydroxy-propoxy)-amide). Yield: 5.2%. Reaction SMILES: CC1(C)[O:6][CH:5]([CH2:7][O:8][NH:9][C:10]([C:12]2[N:20]([CH:21]3[CH2:23][CH2:22]3)[C:19]3[CH:18]=[CH:17][N:16]=[CH:15][C:14]=3[C:13]=2[NH:24][C:25]2[CH:30]=[CH:29][C:28]([I:31])=[CH:27][C:26]=2[F:32])=[O:11])[CH2:4][O:3]1.Cl>CO.O1CCOCC1>[OH:6][CH:5]([CH2:4][OH:3])[CH2:7][O:8][NH:9][C:10]([C:12]1[N:20]([CH:21]2[CH2:22][CH2:23]2)[C:19]2[CH:18]=[CH:17][N:16]=[CH:15][C:14]=2[C:13]=1[NH:24][C:25]1[CH:30]=[CH:29][C:28]([I:31])=[CH:27][C:26]=1[F:32])=[O:11]. Procedure: To 1-cyclopropyl-3-(2-fluoro-4-iodo-phenylamino)-1H-pyrrolo[3,2-c]-pyridine-2-carboxylic acid (2,2-dimethyl-[1,3]dioxolan-4-ylmethoxy)-amide (65.0 mg, 0.12 mmol) in anhydrous methanol (1.8 mL) was added 4 M Hydrogen chloride in 1,4-Dioxane (1.0 mL), and the reaction mixture was stirred at ambient temperature for 17 h. The solvent was removed in vacuo and the residue was redissolved in acetonitrile (2.0 mL) and loaded onto a Phenomenex Strata-X cartridge (5 g). The cartridge was washed with water... Reactants: ClC1=CC(=C(C=C1OC1=NC=C(C=C1)[N+](=O)[O-])NC(C(F)(F)F)=O)F (N-{4-chloro-2-fluoro-5-[(5-nitropyridin-2-yl)oxy]phenyl}-2,2,2-trifluoroacetamide), reduced iron. The solvent is C(C)(=O)O (acetic acid). Conditions: temperature 60 celsius, time 1.5 hour. Product: NC=1C=CC(=NC1)OC=1C(=CC(=C(C1)NC(C(F)(F)F)=O)F)Cl (N-{5-[(5-aminopyridin-2-yl)oxy]-4-chloro-2-fluorophenyl}-2,2,2-trifluoroacetamide). The yield is 64.6%. As a reaction SMILES: [Cl:1][C:2]1[C:7]([O:8][C:9]2[CH:14]=[CH:13][C:12]([N+:15]([O-])=O)=[CH:11][N:10]=2)=[CH:6][C:5]([NH:18][C:19](=[O:24])[C:20]([F:23])([F:22])[F:21])=[C:4]([F:25])[CH:3]=1>C(O)(=O)C>[NH2:15][C:12]1[CH:13]=[CH:14][C:9]([O:8][C:7]2[C:2]([Cl:1])=[CH:3][C:4]([F:25])=[C:5]([NH:18][C:19](=[O:24])[C:20]([F:23])([F:21])[F:22])[CH:6]=2)=[N:10][CH:11]=1. Procedure details: A mixture of N-{4-chloro-2-fluoro-5-[(5-nitropyridin-2-yl)oxy]phenyl}-2,2,2-trifluoroacetamide (600 mg, 1.58 mmol), reduced iron (452 mg, 8.09 mmol) and acetic acid (10 mL) was stirred at 60° C. for 1.5 hr. The reaction mixture was filtered through celite, and the filtrate was concentrated under reduced pressure. The residue was dissolved in ethyl acetate (20 mL), washed with saturated aqueous sodium hydrogen carbonate solution (10 mL) and saturated brine (10 mL), dried over anhydrous magnesium ... RXN SMILES: [NH:1]1[C:9]2[C:4](=[CH:5][CH:6]=[CH:7][CH:8]=2)[CH:3]=[C:2]1[C:10]([OH:12])=O.[N:13]1([C:18]2[C:19]([N:24]3[CH2:29][CH2:28][NH:27][CH2:26][CH2:25]3)=[N:20][CH:21]=[CH:22][CH:23]=2)[CH2:17][CH2:16][CH2:15][CH2:14]1.C(N=C=NCCCN(C)C)C>>[CH2:15]1[CH2:14][N:13]([C:18]2[CH:23]=[CH:22][CH:21]=[N:20][C:19]=2[N:24]2[CH2:25][CH2:26][N:27]([C:10]([C:2]3[NH:1][C:9]4[C:4](=[CH:5][CH:6]=[CH:7][CH:8]=4)[CH:3]=3)=[O:12])[CH2:28][CH2:29]2)[CH2:17][CH2:16]1. Product: C1CCN(C1)C2=C(N=CC=C2)N3CCN(CC3)C(=O)C4=CC5=CC=CC=C5N4 (1-[Indolyl-2-carbonyl]-4-[3-(1-pyrrolidinyl)-2-pyridinyl]piperazine). Procedure: Following the general procedure of EXAMPLE 16A and making non-critical variations but starting with indole-2-carboxylic acid (0.12 g), 1-[3-(1-pyrrolidinyl)-2pyridinyl]piperazine (PREPARATION 48, 0.17 g) and 1-(ethyl)-3-(dimethylaminopropyl)carbodiimide (0.17 g), the title compound is obtained, mp 181°-182°. The reactants are N1C(=CC2=CC=CC=C12)C(=O)O (indole-2-carboxylic acid), N1(CCCC1)C=1C(=NC=CC1)N1CCNCC1 (1-[3-(1-pyrrolidinyl)-2pyridinyl]piperazine), C(C)N=C=NCCCN(C)C (1-(ethyl)-3-(dimethylaminopropyl)carbodiimide). The reactants are C1CCOC1, CCOC(=O)c1cc2cc(OC)ccc2o1, CCO, [Na+], [OH-]. Yields the product COc1ccc2oc(C(=O)O)cc2c1. As a reaction SMILES: [CH2:19]1[O:20][CH2:21][CH2:22][CH2:23]1.[CH2:1]([CH3:2])[O:3][C:4](=[O:5])[c:6]1[o:7][c:8]2[c:9]([cH:10]1)[cH:11][c:12]([O:15][CH3:16])[cH:13][cH:14]2.[CH3:24][CH2:25][OH:26].[Na+:18].[OH-:17]>>[O:3]=[C:4]([OH:5])[c:6]1[o:7][c:8]2[c:9]([cH:10]1)[cH:11][c:12]([O:15][CH3:16])[cH:13][cH:14]2. Reactants: CC(=O)[O-], CO, ClC(Cl)Cl, O=C(CCCl)c1ccc(O)c(Cl)c1Cl, [K+]. Yields the product C=CC(=O)c1ccc(O)c(Cl)c1Cl. RXN SMILES: [CH3:16][C:17](=[O:18])[O-:19].[CH3:24][OH:25].[CH:20]([Cl:21])([Cl:22])[Cl:23].[Cl:1][c:2]1[c:3]([OH:14])[cH:4][cH:5][c:6]([C:9]([CH2:10][CH2:11][Cl:12])=[O:13])[c:7]1[Cl:8].[K+:15]>>[Cl:1][c:2]1[c:3]([OH:14])[cH:4][cH:5][c:6]([C:9]([CH:10]=[CH2:11])=[O:13])[c:7]1[Cl:8]. The reactants are C1(=CC=CC=C1)CCCC1CCCCCC(N1)=O (octahydro-8-(3-phenylpropyl)azocin-2-one), F[B-](F)(F)F.C[O+](C)C (trimethyloxonium tetrafluoroborate). The solvent is C(Cl)Cl (CH2Cl2). Product: COC=1CCCCCC(N1)CCCC1=CC=CC=C1 (2,3,4,5, 6,7-hexahydro-8-methoxy-2-(3-phenylpropyl)azocine). As a reaction SMILES: [C:1]1([CH2:7][CH2:8][CH2:9][CH:10]2[NH:17][C:16](=[O:18])[CH2:15][CH2:14][CH2:13][CH2:12][CH2:11]2)[CH:6]=[CH:5][CH:4]=[CH:3][CH:2]=1.F[B-](F)(F)F.[CH3:24][O+](C)C>C(Cl)Cl>[CH3:24][O:18][C:16]1[CH2:15][CH2:14][CH2:13][CH2:12][CH2:11][CH:10]([CH2:9][CH2:8][CH2:7][C:1]2[CH:2]=[CH:3][CH:4]=[CH:5][CH:6]=2)[N:17]=1 |f:1.2|. Reported procedure: The product of Example 71 is reacted with trimethyloxonium tetrafluoroborate in CH2Cl2 by the method of Example 3 to produce the title material.